From a dataset of the Open Reaction Database (ORD), a public repository of structured organic reaction records. describe an organic reaction: reactants, conditions, products, and yield Reactants: C[Si](CCOCN(C1=CC(=NC=2N1N=CC2)C2CCC(CC2)(C(=O)OCC)CO)COCC[Si](C)(C)C)(C)C (ethyl 4-(7-(bis((2-(trimethylsilyl)ethoxy)methyl)amino)pyrazolo[1,5-a]pyrimidin-5-yl)-1-(hydroxymethyl)cyclohexanecarboxylate), C1CC(=O)N(C1=O)I (NIS). Run in CC#N (CH3CN). Conditions: time 30 minute. The product is C[Si](CCOCN(C1=CC(=NC=2N1N=CC2I)C2CCC(CC2)(C(=O)OCC)CO)COCC[Si](C)(C)C)(C)C (ethyl 4-(7-(bis((2-(trimethylsilyl)ethoxy)methyl)amino)-3-iodopyrazolo[1,5-a]pyrimidin-5-yl)-1-(hydroxymethyl)cyclohexanecarboxylate). The yield is 90.6%. RXN SMILES: [CH3:1][Si:2]([CH3:39])([CH3:38])[CH2:3][CH2:4][O:5][CH2:6][N:7]([CH2:30][O:31][CH2:32][CH2:33][Si:34]([CH3:37])([CH3:36])[CH3:35])[C:8]1[N:13]2[N:14]=[CH:15][CH:16]=[C:12]2[N:11]=[C:10]([CH:17]2[CH2:22][CH2:21][C:20]([CH2:28][OH:29])([C:23]([O:25][CH2:26][CH3:27])=[O:24])[CH2:19][CH2:18]2)[CH:9]=1.C1C(=O)N([I:47])C(=O)C1>CC#N>[CH3:39][Si:2]([CH3:38])([CH3:1])[CH2:3][CH2:4][O:5][CH2:6][N:7]([CH2:30][O:31][CH2:32][CH2:33][Si:34]([CH3:37])([CH3:36])[CH3:35])[C:8]1[N:13]2[N:14]=[CH:15][C:16]([I:47])=[C:12]2[N:11]=[C:10]([CH:17]2[CH2:18][CH2:19][C:20]([CH2:28][OH:29])([C:23]([O:25][CH2:26][CH3:27])=[O:24])[CH2:21][CH2:22]2)[CH:9]=1. Procedure: To a solution of ethyl 4-(7-(bis((2-(trimethylsilyl)ethoxy)methyl)amino)pyrazolo[1,5-a]pyrimidin-5-yl)-1-(hydroxymethyl)cyclohexanecarboxylate (733 mg, 1.27 mmol) in CH3CN (10 mL) was added NIS (313 mg, 1.39 mmol). The resulting solution was stirred at rt for 30 min before quenching with Na2S2O3 (sat.). CH3CN was removed under reduced pressure. The residue was diluted with EtOAc, washed with H2O and brine, dried over Na2SO4, and concentrated. The crude product was purified by a SiO2 column (0-40... Reactants: [Br-], O=C([O-])O, C1CCOC1, CCOC(C)=O, [Mg+]C1CC1, Cl, N#Cc1cc(Cl)ccc1N, [Na+]. Product: Nc1ccc(Cl)cc1C(=O)C1CC1. As a reaction SMILES: [Br-:11].[C:17]([OH:18])(=[O:19])[O-:20].[CH2:22]1[O:23][CH2:24][CH2:25][CH2:26]1.[CH3:27][CH2:28][O:29][C:30](=[O:31])[CH3:32].[CH:12]1([Mg+:15])[CH2:13][CH2:14]1.[ClH:16].[NH2:1][c:2]1[c:3]([C:4]#[N:5])[cH:6][c:7]([Cl:10])[cH:8][cH:9]1.[Na+:21]>>[NH2:1][c:2]1[c:3]([C:4]([CH:12]2[CH2:13][CH2:14]2)=[O:18])[cH:6][c:7]([Cl:10])[cH:8][cH:9]1.